From a dataset of the Open Reaction Database (ORD), a public repository of structured organic reaction records. describe an organic reaction: reactants, conditions, products, and yield Reactants: [N+](=O)([O-])C1=C(N)C=CC(=C1)SCCCCl (2nitro-4-(3-chloropropylthio)aniline), CO (methanol), S(=O)([O-])S(=O)[O-].[Na+].[Na+] (sodium hydrosulfite). The solvent is O (water). The product is NC1=C(C=C(C=C1)SCCCCl)N (1,2-diamino-4-(3-chloropropylthio)benzene). Reaction SMILES: [N+:1]([C:4]1[CH:10]=[C:9]([S:11][CH2:12][CH2:13][CH2:14][Cl:15])[CH:8]=[CH:7][C:5]=1[NH2:6])([O-])=O.CO.S(S([O-])=O)([O-])=O.[Na+].[Na+]>O>[NH2:6][C:5]1[CH:7]=[CH:8][C:9]([S:11][CH2:12][CH2:13][CH2:14][Cl:15])=[CH:10][C:4]=1[NH2:1] |f:2.3.4|. Procedure details: 6 G of 2nitro-4-(3-chloropropylthio)aniline is treated in 120 ml. methanol and 120 ml. of water with 30 g. of sodium hydrosulfite (Na2S2O4) on the steam bath for about 5 minutes. The reaction mixture is concentrated under vacuum and extracted well with chloroform. Evaporation of the dried extract affords 1,2-diamino-4-(3-chloropropylthio)benzene.